Task: describe an organic reaction: reactants, conditions, products, and yield. Dataset: the Open Reaction Database (ORD), a public repository of structured organic reaction records The reactants are CC(=O)OC(C)=O, Nc1cc([N+](=O)[O-])ccn1, O, c1ccncc1. Product: CC(=O)Nc1cc([N+](=O)[O-])ccn1. RXN SMILES: [CH3:11][C:12](=[O:13])[O:14][C:15](=[O:16])[CH3:17].[NH2:1][c:2]1[n:3][cH:4][cH:5][c:6]([N+:8](=[O:9])[O-:10])[cH:7]1.[OH2:18].[cH:19]1[cH:20][cH:21][n:22][cH:23][cH:24]1>>[NH:1]([c:2]1[n:3][cH:4][cH:5][c:6]([N+:8](=[O:9])[O-:10])[cH:7]1)[C:12]([CH3:11])=[O:13]. Starting materials: Cl (hydrochloric acid), C(#N)C(CCC(=O)O)=C(C1=CC=C(C=C1)OC)C1=CC=C(C=C1)OC (4-Cyano-5,5-bis(4-methoxyphenyl)-4-pentenoic acid), aqueous solution, [OH-].[Na+] (NaOH). The product is C(N)(=O)C(CCC(=O)O)=C(C1=CC=C(C=C1)OC)C1=CC=C(C=C1)OC (4-carbamoyl-5,5-bis(4-methoxyphenyl)-4-pentenoic acid). RXN SMILES: [C:1]([C:3](=[C:9]([C:18]1[CH:23]=[CH:22][C:21]([O:24][CH3:25])=[CH:20][CH:19]=1)[C:10]1[CH:15]=[CH:14][C:13]([O:16][CH3:17])=[CH:12][CH:11]=1)[CH2:4][CH2:5][C:6]([OH:8])=[O:7])#[N:2].[OH-:26].[Na+].Cl>C(O)CO>[C:1]([C:3](=[C:9]([C:10]1[CH:15]=[CH:14][C:13]([O:16][CH3:17])=[CH:12][CH:11]=1)[C:18]1[CH:23]=[CH:22][C:21]([O:24][CH3:25])=[CH:20][CH:19]=1)[CH2:4][CH2:5][C:6]([OH:8])=[O:7])(=[O:26])[NH2:2] |f:1.2|. Run in C(CO)O (ethylene glycol). Procedure: Two grams of the acid obtained in Example 4 was heated with 10 ml of a 5N aqueous solution of NaOH in 50 ml of ethylene glycol at 150° C. for 12 hours. The product mixture was acidified with hydrochloric acid and extracted with ethyl acetate. The extract was treated with the chromatography of silicagel to obtain 0.5 g of the above intended compound. The reactants are Cc1ccc(Cn2cc([N+](=O)[O-])cc(C)c2=O)c(C)c1, CO, [H][H], O=[Pt]=O. The product is Cc1ccc(Cn2cc(N)cc(C)c2=O)c(C)c1. RXN SMILES: [CH3:1][c:2]1[c:3]([CH2:4][n:5]2[c:6](=[O:15])[c:7]([CH3:14])[cH:8][c:9]([N+:11]([O-:12])=[O:13])[cH:10]2)[cH:16][cH:17][c:18]([CH3:20])[cH:19]1.[CH3:23][OH:24].[H:21][H:22].[Pt:25](=[O:26])=[O:27]>>[CH3:1][c:2]1[c:3]([CH2:4][n:5]2[c:6](=[O:15])[c:7]([CH3:14])[cH:8][c:9]([NH2:11])[cH:10]2)[cH:16][cH:17][c:18]([CH3:20])[cH:19]1. Reactants: COc1ccc(CBr)c(F)c1, CCCC[N+](CCCC)(CCCC)CCCC, ClCCl, [I-], N#C[K], O. Product: COc1ccc(CC#N)c(F)c1. As a reaction SMILES: [Br:1][CH2:2][c:3]1[c:4]([F:11])[cH:5][c:6]([O:9][CH3:10])[cH:7][cH:8]1.[CH2:16]([N+:17]([CH2:18][CH2:19][CH2:20][CH3:21])([CH2:22][CH2:23][CH2:24][CH3:25])[CH2:26][CH2:27][CH2:28][CH3:29])[CH2:30][CH2:31][CH3:32].[Cl:33][CH2:34][Cl:35].[I-:15].[K:12][C:13]#[N:14].[OH2:36]>>[CH2:2]([c:3]1[c:4]([F:11])[cH:5][c:6]([O:9][CH3:10])[cH:7][cH:8]1)[C:13]#[N:14].